This data is from the Open Reaction Database (ORD), a public repository of structured organic reaction records. The task is: describe an organic reaction: reactants, conditions, products, and yield As a reaction SMILES: [C:1]1([CH3:24])[CH:6]=[CH:5][C:4]([C:7]2[N:8]=[C:9]3[CH:14]=[CH:13][C:12]([C:15]4[CH:16]=[C:17]([CH2:21][OH:22])[CH:18]=[CH:19][CH:20]=4)=[CH:11][N:10]3[CH:23]=2)=[CH:3][CH:2]=1.[Cl:25][C:26]1[CH:31]=[CH:30][C:29](O)=[CH:28][CH:27]=1.C(P(CCCC)CCCC)CCC.N(C(N1CCCCC1)=O)=NC(N1CCCCC1)=O>O1CCCC1>[Cl:25][C:26]1[CH:31]=[CH:30][C:29]([O:22][CH2:21][C:17]2[CH:16]=[C:15]([C:12]3[CH:13]=[CH:14][C:9]4[N:10]([CH:23]=[C:7]([C:4]5[CH:3]=[CH:2][C:1]([CH3:24])=[CH:6][CH:5]=5)[N:8]=4)[CH:11]=3)[CH:20]=[CH:19][CH:18]=2)=[CH:28][CH:27]=1. Yields the product ClC1=CC=C(OCC=2C=C(C=CC2)C=2C=CC=3N(C2)C=C(N3)C3=CC=C(C=C3)C)C=C1 (6-[3-(4-Chlorophenoxymethyl)phenyl]-2-p-tolylimidazo[1,2-a]pyridine). Procedure: 200 mg of [3-(2-p-tolylimidazo[1,2-a]pyridin-6-yl)phenyl]methanol (Example 3) are dissolved in 20 ml of dry tetrahydrofuran, 123 mg of p-chlorophenol, 193 mg of tributylphosphine and 210 mg of 1,1′-azodicarbonyldipiperidine are added thereto and the mixture is left to stir at ambient temperature for 16 h. The solvent is evaporated off under reduced pressure. The residue is taken up with 10 ml of ethyl acetate, the precipitate is removed, the filtrate is concentrated and the residue is purified b... The solvent is O1CCCC1 (tetrahydrofuran), petroleum ether. Conditions: time 16 hour. Yield: 19.2%. Reactants: ClC1=CC=C(C=C1)O (p-chlorophenol), C(CCC)P(CCCC)CCCC (tributylphosphine), N(=NC(=O)N1CCCCC1)C(=O)N1CCCCC1 (1,1′-azodicarbonyldipiperidine), C1(=CC=C(C=C1)C=1N=C2N(C=C(C=C2)C=2C=C(C=CC2)CO)C1)C ([3-(2-p-tolylimidazo[1,2-a]pyridin-6-yl)phenyl]methanol).